From a dataset of the Open Reaction Database (ORD), a public repository of structured organic reaction records. describe an organic reaction: reactants, conditions, products, and yield Starting materials: C(C)(C)N(C(=O)OC)C1C(C(=O)C2=CC=C(C=C2)F)=CCC(=C1)C (2-(N-isopropyl-N-carbomethoxyamino)-4-methyl-4'-fluoro-2,5-dihydrobenzophenone). Reagents/catalysts: [O-2].[O-2].[Mn+4] (manganese dioxide). The solvent is C(Cl)(Cl)Cl (chloroform). Yields the product C(C)(C)N(C(=O)OC)C1=C(C(=O)C2=CC=C(C=C2)F)C=CC(=C1)C (2-(N-Isopropyl-N-carbomethoxyamino)-4-methyl-4'-fluorobenzophenone). Reaction SMILES: [CH:1]([N:4]([CH:9]1[CH:23]=[C:22]([CH3:24])[CH2:21][CH:20]=[C:10]1[C:11]([C:13]1[CH:18]=[CH:17][C:16]([F:19])=[CH:15][CH:14]=1)=[O:12])[C:5]([O:7][CH3:8])=[O:6])([CH3:3])[CH3:2]>C(Cl)(Cl)Cl.[O-2].[O-2].[Mn+4]>[CH:1]([N:4]([C:9]1[CH:23]=[C:22]([CH3:24])[CH:21]=[CH:20][C:10]=1[C:11]([C:13]1[CH:18]=[CH:17][C:16]([F:19])=[CH:15][CH:14]=1)=[O:12])[C:5]([O:7][CH3:8])=[O:6])([CH3:3])[CH3:2] |f:2.3.4|. Reported procedure: 20 g 2-(N-isopropyl-N-carbomethoxyamino)-4-methyl-4'-fluoro-2,5-dihydrobenzophenone and 100 g manganese dioxide in 200 ml chloroform are stirred 4 hours under reflux. The reaction mixture is cooled, filtered and evaporated in vacuo. The residue is recrystallised from hexane to obtain the heading compound, m.p. 92°-94° C. Starting materials: IC1=CC=C(C=C1)CCN1CCCC1 (1-[2-(4-iodophenyl)ethyl]pyrrolidine), C1(=CC=C(C=C1)NC(C#C)=O)C1=CC=CC=C1 (propynoic acid-biphenyl-4-ylamide), C([O-])([O-])=O.[Cs+].[Cs+] (cesium carbonate), tetrakistriphenylphosphine palladium. The reagents and catalysts are [Cu]I (copper (I) iodide). Reaction conditions: time 3 hour. The product is C1(=CC=C(C=C1)NC(C#CC1=CC=C(C=C1)CCN1CCCC1)=O)C1=CC=CC=C1 (3-[4-(2-pyrrolidin-1-ylethyl)phenyl]propynoic acid-biphenyl-4-ylamide). RXN SMILES: I[C:2]1[CH:7]=[CH:6][C:5]([CH2:8][CH2:9][N:10]2[CH2:14][CH2:13][CH2:12][CH2:11]2)=[CH:4][CH:3]=1.C(=O)([O-])[O-].[Cs+].[Cs+].[C:21]1([C:32]2[CH:37]=[CH:36][CH:35]=[CH:34][CH:33]=2)[CH:26]=[CH:25][C:24]([NH:27][C:28](=[O:31])[C:29]#[CH:30])=[CH:23][CH:22]=1>[Cu]I>[C:21]1([C:32]2[CH:33]=[CH:34][CH:35]=[CH:36][CH:37]=2)[CH:26]=[CH:25][C:24]([NH:27][C:28](=[O:31])[C:29]#[C:30][C:2]2[CH:7]=[CH:6][C:5]([CH2:8][CH2:9][N:10]3[CH2:14][CH2:13][CH2:12][CH2:11]3)=[CH:4][CH:3]=2)=[CH:23][CH:22]=1 |f:1.2.3|. Procedure: 25 mL of THF are degassed and combined with 0.25 g (0.83 mmol) of 1-[2-(4-iodophenyl)ethyl]pyrrolidine, 0.81 g (2.49 mmol) of cesium carbonate, 16 mg (0.083 mmol) of copper (I) iodide and 38 mg (0.033 mmol) of tetrakistriphenylphosphine palladium. Then the mixture is again degassed, and 184 mg (0.83 mmol) of propynoic acid-biphenyl-4-ylamide are added. The reaction mixture is stirred for 3 hours at ambient temperature, poured onto water and extracted with ethyl acetate. The organic phase is extr... The reactants are ClC1=NC=C(C=C1Cl)Cl (2,3,5-Trichloropyridine), steel, [OH-].[NH4+] (ammonium hydroxide). Yields the product NC1=NC=C(C=C1Cl)Cl (2-amino-3,5-dichloropyridine). Reaction SMILES: Cl[C:2]1[C:7]([Cl:8])=[CH:6][C:5]([Cl:9])=[CH:4][N:3]=1.[OH-].[NH4+:11]>>[NH2:11][C:2]1[C:7]([Cl:8])=[CH:6][C:5]([Cl:9])=[CH:4][N:3]=1 |f:1.2|. Procedure details: 2,3,5-Trichloropyridine (20 g, 0.11 moles) was placed in a steel bomb and treated with ammonium hydroxide (300 mL) at 190° C. in similar manner as described in Example 2 to give 2-amino-3,5-dichloropyridine (15 g) as a white solid. 1H NMR (CDCl3) δ 7.92 (d, 1H), 7.48 (d, 1H), 5.1 (broad s, 2H); MS m/z 163 (M+H). Starting materials: BrBr (bromine), ice water, Cl (hydrochloric acid), C(C1=CC=CC=C1)C1=NC2C(N(C2S1)C(C(=O)OCC1=CC=C(C=C1)[N+](=O)[O-])=C(C)O)=O (p-nitrobenzyl α-[3-benzyl-7-oxo-4-thia-2,6-diazabicyclo[ 3,2,0]hept-2-en-6-yl]-α-(1-hydroxyethylidene)acetate), N1CCOCC1 (morpholine), CS(=O)(=O)Cl (methanesulfonyl chloride). Solvent: N1=CC=CC=C1 (pyridine), CO (methanol), C(C)N(CC)CC (triethylamine), O1CCCC1 (tetrahydrofuran). Reaction conditions: time 5 hour. Product: C1(=CC=CC=C1)CC(=O)NC1[C@@H]2N(C(=C(CS2)O)C(=O)OCC2=CC=C(C=C2)[N+](=O)[O-])C1=O (p-nitrobenzyl 7-phenylacetamido-3-hydroxy-3-cephem-4-carboxylate). The yield is 71.0%. RXN SMILES: [CH2:1]([C:8]1[S:14][CH:13]2[CH:10]([C:11](=[O:32])[N:12]2[C:15](=[C:29]([OH:31])[CH3:30])[C:16]([O:18][CH2:19][C:20]2[CH:25]=[CH:24][C:23]([N+:26]([O-:28])=[O:27])=[CH:22][CH:21]=2)=[O:17])[N:9]=1)[C:2]1[CH:7]=[CH:6][CH:5]=[CH:4][CH:3]=1.CS(Cl)(=O)=[O:35].N1CCOCC1.BrBr.Cl>O1CCCC1.CO.N1C=CC=CC=1.C(N(CC)CC)C>[C:2]1([CH2:1][C:8]([NH:9][CH:10]2[C:11](=[O:32])[N:12]3[C:15]([C:16]([O:18][CH2:19][C:20]4[CH:25]=[CH:24][C:23]([N+:26]([O-:28])=[O:27])=[CH:22][CH:21]=4)=[O:17])=[C:29]([OH:31])[CH2:30][S:14][C@H:13]23)=[O:35])[CH:7]=[CH:6][CH:5]=[CH:4][CH:3]=1. Procedure details: One adds triethylamine (5.68 ml) to a stirred suspension of p-nitrobenzyl α-[3-benzyl-7-oxo-4-thia-2,6-diazabicyclo[ 3,2,0]hept-2-en-6-yl]-α-(1-hydroxyethylidene)acetate (9.06 g) in tetrahydrofuran (120 ml) under nitrogen atmosphere at -20° C. to give clear solution, adds methanesulfonyl chloride (1.65 ml) to the solution, stirs for 30 minutes at the same temperature, adds morpholine (1.92 ml), warms to 0° C., stirs for 5 hours, cools to -30° C. to -35° C., adds pyridine (1.54 ml) and bromine (3...